This data is from the Open Reaction Database (ORD), a public repository of structured organic reaction records. The task is: describe an organic reaction: reactants, conditions, products, and yield The reactants are [OH-].[NH4+] (ammonium hydroxide), OO (hydrogen peroxide), Cl.NC=1C(=C(C(=CC1)C)O)Cl (3-amino-2-chloro-6-methylphenol hydrochloride), Cl.NC1=CC=C(C=C1)N(CCO)CC (2-[(4-aminophenyl)(ethyl)amino]ethanol hydrochloride). Solvent: O (water), O (water), C(C)O (ethanol). Run at time 4 hour. Yields the product NC1=C(C(C(=CC1=NC1=CC=C(C=C1)N(CCO)CC)C)=O)Cl (3-amino-2-chloro-4-({4-[ethyl(2-hydroxyethyl)amino]phenyl}imino)-6-methylcyclohexa-2,5-dien-1-one). Yield: 73.1%. RXN SMILES: Cl.[NH2:2][C:3]1[C:4]([Cl:11])=[C:5]([OH:10])[C:6]([CH3:9])=[CH:7][CH:8]=1.Cl.[NH2:13][C:14]1[CH:19]=[CH:18][C:17]([N:20]([CH2:24][CH3:25])[CH2:21][CH2:22][OH:23])=[CH:16][CH:15]=1.[OH-].[NH4+].OO>O.C(O)C>[NH2:2][C:3]1[C:8](=[N:13][C:14]2[CH:15]=[CH:16][C:17]([N:20]([CH2:24][CH3:25])[CH2:21][CH2:22][OH:23])=[CH:18][CH:19]=2)[CH:7]=[C:6]([CH3:9])[C:5](=[O:10])[C:4]=1[Cl:11] |f:0.1,2.3,4.5|. Reported procedure: 1.94 g of 3-amino-2-chloro-6-methylphenol hydrochloride are added to 2.53 g of 2-[(4-aminophenyl)(ethyl)amino]ethanol hydrochloride in solution in 20 ml of water and 10 ml of ethanol. The pH is adjusted to 9.5 with 20% ammonium hydroxide in water. 36 ml of 9% aqueous hydrogen peroxide solution are subsequently added and the reaction medium is stirred at ambient temperature for 4 h 30. The solid form is filtered off and washed with water; 2.44 g of 3-amino-2-chloro-4-({4-[ethyl(2-hydroxyethyl)ami... The reactants are CCC(=O)Cl, CCCCCN1C(=O)C(C)(C)c2cc3[nH]c(N)nc3cc21. Product: CCCCCN1C(=O)C(C)(C)c2cc3[nH]c(NC(=O)CC)nc3cc21. Reaction SMILES: [C:22]([CH2:23][CH3:24])(=[O:25])[Cl:26].[NH2:1][c:2]1[n:3][c:4]2[c:5]([cH:6][c:7]3[c:11]([cH:12]2)[N:10]([CH2:13][CH2:14][CH2:15][CH2:16][CH3:17])[C:9](=[O:18])[C:8]3([CH3:19])[CH3:20])[nH:21]1>>[NH:1]([c:2]1[n:3][c:4]2[c:5]([cH:6][c:7]3[c:11]([cH:12]2)[N:10]([CH2:13][CH2:14][CH2:15][CH2:16][CH3:17])[C:9](=[O:18])[C:8]3([CH3:19])[CH3:20])[nH:21]1)[C:22]([CH2:23][CH3:24])=[O:25]. Reactants: COCCOc1ncc(C(=O)O)cc1-c1ccc(Cl)cc1, NC1CCCCC1O. Yields the product COCCOc1ncc(C(=O)NC2CCCCC2O)cc1-c1ccc(Cl)cc1. RXN SMILES: [Cl:1][c:2]1[cH:3][cH:4][c:5](-[c:8]2[c:9]([O:17][CH2:18][CH2:19][O:20][CH3:21])[n:10][cH:11][c:12]([C:13](=[O:14])[OH:15])[cH:16]2)[cH:6][cH:7]1.[NH2:22][CH:23]1[CH:24]([OH:29])[CH2:25][CH2:26][CH2:27][CH2:28]1>>[Cl:1][c:2]1[cH:3][cH:4][c:5](-[c:8]2[c:9]([O:17][CH2:18][CH2:19][O:20][CH3:21])[n:10][cH:11][c:12]([C:13](=[O:15])[NH:22][CH:23]3[CH:24]([OH:29])[CH2:25][CH2:26][CH2:27][CH2:28]3)[cH:16]2)[cH:6][cH:7]1. Reactants: C1(CC1)COC1=C(C=C(C=C1)CC)C=1C2=C(N=CN1)C(=C(N2COCC[Si](C)(C)C)C)C(=O)O (4-[2-(cyclopropylmethoxy)-5-ethylphenyl]-6-methyl-5-{[2-(trimethylsilyl)ethoxy]methyl}-5H-pyrrolo[3,2-d]pyrimidine-7-carboxylic acid), NC1CCN(CC1)C(=O)OC(C)(C)C (tert-butyl 4-amino-piperidine-1-carboxylate). Yields the product C1(CC1)COC1=C(C=C(C=C1)CC)C=1C2=C(N=CN1)C(=C(N2COCC[Si](C)(C)C)C)C(=O)NC2CCN(CC2)C(=O)OC(C)(C)C (tert-Butyl 4-{[(4-[2-(cyclopropylmethoxy)-5-ethylphenyl]-6-methyl-5-{[2-(trimethylsilyl)ethoxy]methyl}-5H-pyrrolo[3,2-d]pyrimidin-7-yl)carbonyl]amino}piperidine-1-carboxylate). Reaction SMILES: [CH:1]1([CH2:4][O:5][C:6]2[CH:11]=[CH:10][C:9]([CH2:12][CH3:13])=[CH:8][C:7]=2[C:14]2[C:15]3[N:22]([CH2:23][O:24][CH2:25][CH2:26][Si:27]([CH3:30])([CH3:29])[CH3:28])[C:21]([CH3:31])=[C:20]([C:32](O)=[O:33])[C:16]=3[N:17]=[CH:18][N:19]=2)[CH2:3][CH2:2]1.[NH2:35][CH:36]1[CH2:41][CH2:40][N:39]([C:42]([O:44][C:45]([CH3:48])([CH3:47])[CH3:46])=[O:43])[CH2:38][CH2:37]1>>[CH:1]1([CH2:4][O:5][C:6]2[CH:11]=[CH:10][C:9]([CH2:12][CH3:13])=[CH:8][C:7]=2[C:14]2[C:15]3[N:22]([CH2:23][O:24][CH2:25][CH2:26][Si:27]([CH3:28])([CH3:29])[CH3:30])[C:21]([CH3:31])=[C:20]([C:32]([NH:35][CH:36]4[CH2:37][CH2:38][N:39]([C:42]([O:44][C:45]([CH3:48])([CH3:47])[CH3:46])=[O:43])[CH2:40][CH2:41]4)=[O:33])[C:16]=3[N:17]=[CH:18][N:19]=2)[CH2:2][CH2:3]1. Reported procedure: Starting from 4-[2-(cyclopropylmethoxy)-5-ethylphenyl]-6-methyl-5-{[2-(trimethylsilyl)ethoxy]methyl}-5H-pyrrolo[3,2-d]pyrimidine-7-carboxylic acid (example D.c14) and commercially available tert-butyl 4-amino-piperidine-1-carboxylate the title compound is obtained as pale yellow viscous oil. Reported procedure: The solution of 2-chloro-4-methoxy-1-vinylbenzene (290 mg, 1.72 mmol) in dry THF (4 mL) was degassed, and then TMS-CF3 and NaI were added. The mixture was stirred at 80° C. overnight. TLC (100% Hexane) showed the reaction as complete. The mixture was diluted with hexane (20 mL). The inorganic salt was removed by filtration. The filtrate was concentrate in vacuo. The residue was purified via Isolera One (Hexane=100%). The product is ClC1=C(C=CC(=C1)OC)C1C(C1)(F)F (2-Chloro-1-(2,2-difluorocyclopropyl)-4-methoxybenzene). The reactants are [Si](C)(C)(C)C(F)(F)F (TMS-CF3), [Na+].[I-] (NaI), ClC1=C(C=CC(=C1)OC)C=C (2-chloro-4-methoxy-1-vinylbenzene). Solvent: CCCCCC (hexane), C1CCOC1 (THF), CCCCCC (Hexane). Reaction SMILES: [Cl:1][C:2]1[CH:7]=[C:6]([O:8][CH3:9])[CH:5]=[CH:4][C:3]=1[CH:10]=[CH2:11].[Si]([C:16]([F:19])(F)[F:17])(C)(C)C.[Na+].[I-]>C1COCC1.CCCCCC>[Cl:1][C:2]1[CH:7]=[C:6]([O:8][CH3:9])[CH:5]=[CH:4][C:3]=1[CH:10]1[CH2:11][C:16]1([F:19])[F:17] |f:2.3|. Run at temperature 80 celsius, time 8 hour. The reactants are [N+](=O)([O-])C1=C(C=CC=C1)O (Nitrophenol), C(C)(=O)OC(C)=O (acetic anhydride), FC1=C(C=CC(=C1)[N+](=O)[O-])O (2-fluoro-4-nitrophenol). Run in C(C)(=O)O (acetic acid). The product is FC=1C=C(C=CC1O)NC(C)=O (N-(3-Fluoro-4-hydroxyphenyl)acetamide). RXN SMILES: [F:1][C:2]1[CH:7]=[C:6]([N+:8]([O-])=O)[CH:5]=[CH:4][C:3]=1[OH:11].[N+]([C:15]1C=CC=C[C:16]=1[OH:21])([O-])=O.C(OC(=O)C)(=O)C>C(O)(=O)C.O=[Pt]=O>[F:1][C:2]1[CH:7]=[C:6]([NH:8][C:16](=[O:21])[CH3:15])[CH:5]=[CH:4][C:3]=1[OH:11]. Conditions: time 24 hour. Reported procedure: The title compound was prepared from the commercially available 2-fluoro-4-nitrophenol according the procedure of Burckhalter, J. H. et al. (J. Am. Chem. Soc. 1948, 70, 1363). Nitrophenol (5.73 g, 36.5 mmol) and acetic anhydride (3.72 g, 36.5 mmol) were dissolved in acetic acid (20 mL) and PtO2 (150 mg) was then added. The reaction mixture was shaken under H2 atmosphere (50 psi) at RT for 24 h. The precipitate which formed was collected by vacuum filtration and the filter paper was washed with a... The reagents and catalysts are O=[Pt]=O (PtO2). The reactants are [H-].[Na+] (Sodium hydride), C(CC(=O)OCC)(=O)OCC (Diethyl malonate), BrCC1=C(C=CC=C1[N+](=O)[O-])Cl (2-(bromomethyl)-1-chloro-3-nitrobenzene). The solvent is CN(C=O)C (N,N-dimethylformamide), CN(C=O)C (N,N-dimethylformamide), [Cl-].[NH4+] (ammonium chloride). Reaction conditions: temperature 0 celsius, time 10 minute. Yields the product ClC1=C(CC(C(=O)OCC)C(=O)OCC)C(=CC=C1)[N+](=O)[O-] (diethyl 2-(2-chloro-6-nitrobenzyl)-malonate). RXN SMILES: [H-].[Na+].[C:3]([O:11][CH2:12][CH3:13])(=[O:10])[CH2:4][C:5]([O:7][CH2:8][CH3:9])=[O:6].Br[CH2:15][C:16]1[C:21]([N+:22]([O-:24])=[O:23])=[CH:20][CH:19]=[CH:18][C:17]=1[Cl:25]>CN(C)C=O.[Cl-].[NH4+]>[Cl:25][C:17]1[CH:18]=[CH:19][CH:20]=[C:21]([N+:22]([O-:24])=[O:23])[C:16]=1[CH2:15][CH:4]([C:5]([O:7][CH2:8][CH3:9])=[O:6])[C:3]([O:11][CH2:12][CH3:13])=[O:10] |f:0.1,5.6|. Reported procedure: Sodium hydride (1.8 g, 0.077 mol) was suspended in N,N-dimethylformamide (150 mL) at 0° C. Diethyl malonate (9.9 g, 0.0623 mol) was added in three portions and the resulting suspension was stirred at 0° C. for 10 min. A solution of 2-(bromomethyl)-1-chloro-3-nitrobenzene (147-1; 13 g, 0.0519 mol) in N,N-dimethylformamide (150 mL) was added drop wise. The reaction mixture was stirred for 45 min at 0° C., then diluted with saturated ammonium chloride and extracted with ethyl acetate (2×250 mL). Th... The reactants are CC#N, CCN(C(C)C)C(C)C, NCc1ccccc1Cl, O=C1CSC(=S)N1. Product: O=C1CSC(NCc2ccccc2Cl)=N1. RXN SMILES: [CH3:26][C:27]#[N:28].[CH:17]([N:18]([CH2:19][CH3:20])[CH:21]([CH3:22])[CH3:23])([CH3:24])[CH3:25].[Cl:1][c:2]1[c:3]([CH2:4][NH2:5])[cH:6][cH:7][cH:8][cH:9]1.[S:10]1[C:11](=[S:12])[NH:13][C:14](=[O:15])[CH2:16]1>>[Cl:1][c:2]1[c:3]([CH2:4][NH:5][C:11]2=[N:13][C:14](=[O:15])[CH2:16][S:10]2)[cH:6][cH:7][cH:8][cH:9]1. The reactants are ClCCl, O=C(O)C(F)(F)F, NC1CCC(N2CC(NC(=O)CNC(=O)c3cccc(C(F)(F)F)c3)C2)CC1, O=C(Cl)c1ccc2c(c1)OCO2. The product is O=C(CNC(=O)c1cccc(C(F)(F)F)c1)NC1CN(C2CCC(NC(=O)c3ccc4c(c3)OCO4)CC2)C1. As a reaction SMILES: [Cl:48][CH2:49][Cl:50].[F:41][C:42]([F:43])([F:44])[C:45]([OH:46])=[O:47].[NH2:13][CH:14]1[CH2:15][CH2:16][CH:17]([N:20]2[CH2:21][CH:22]([NH:24][C:25](=[O:26])[CH2:27][NH:28][C:29]([c:30]3[cH:31][c:32]([C:36]([F:37])([F:38])[F:39])[cH:33][cH:34][cH:35]3)=[O:40])[CH2:23]2)[CH2:18][CH2:19]1.[O:1]1[CH2:2][O:3][c:4]2[c:5]1[cH:6][cH:7][c:8]([C:10](=[O:11])[Cl:12])[cH:9]2>>[O:1]1[CH2:2][O:3][c:4]2[c:5]1[cH:6][cH:7][c:8]([C:10](=[O:11])[NH:13][CH:14]1[CH2:15][CH2:16][CH:17]([N:20]3[CH2:21][CH:22]([NH:24][C:25](=[O:26])[CH2:27][NH:28][C:29]([c:30]4[cH:31][c:32]([C:36]([F:37])([F:38])[F:39])[cH:33][cH:34][cH:35]4)=[O:40])[CH2:23]3)[CH2:18][CH2:19]1)[cH:9]2.